From a dataset of the Open Reaction Database (ORD), a public repository of structured organic reaction records. describe an organic reaction: reactants, conditions, products, and yield The product is COc1ccc(N)c(C(N)=O)c1. Reaction SMILES: [C:17].[CH3:15][OH:16].[CH3:1][O:2][c:3]1[cH:4][cH:5][c:6]([N+:12]([O-:13])=[O:14])[c:7]([C:8](=[O:9])[NH2:10])[cH:11]1.[Pd:18]>>[CH3:1][O:2][c:3]1[cH:4][cH:5][c:6]([NH2:12])[c:7]([C:8](=[O:9])[NH2:10])[cH:11]1. Starting materials: C, CO, COc1ccc([N+](=O)[O-])c(C(N)=O)c1, [Pd]. Starting materials: ClCCCCN1C(=NC=2C(=NC=3C=CC=CC3C21)N)CC (1-(4-chlorobutyl)-2-ethyl-1H-imidazo[4,5-c]quinolin-4-amine), SC1=NC=CC=N1 (2-mercaptopyrimidine). The product is C(C)C=1N(C2=C(C(=NC=3C=CC=CC23)N)N1)CCCCSC1=NC=CC=N1 (2-ethyl-1-[4-(pyrimidin-2-ylthio)butyl]-1H-imidazo[4,5-c]quinolin-4-amine). Isolated yield 80.1%. As a reaction SMILES: Cl[CH2:2][CH2:3][CH2:4][CH2:5][N:6]1[C:18]2[C:17]3[CH:16]=[CH:15][CH:14]=[CH:13][C:12]=3[N:11]=[C:10]([NH2:19])[C:9]=2[N:8]=[C:7]1[CH2:20][CH3:21].[SH:22][C:23]1[N:28]=[CH:27][CH:26]=[CH:25][N:24]=1>>[CH2:20]([C:7]1[N:6]([CH2:5][CH2:4][CH2:3][CH2:2][S:22][C:23]2[N:28]=[CH:27][CH:26]=[CH:25][N:24]=2)[C:18]2[C:17]3[CH:16]=[CH:15][CH:14]=[CH:13][C:12]=3[N:11]=[C:10]([NH2:19])[C:9]=2[N:8]=1)[CH3:21]. Procedure: Using the general method of Example 20 Part A, 1-(4-chlorobutyl)-2-ethyl-1H-imidazo[4,5-c]quinolin-4-amine (1.0 g, 3.30 mmol) was reacted with 2-mercaptopyrimidine (0.59 g, 5.3 mmol) to provide 1.0 g of 2-ethyl-1-[4-(pyrimidin-2-ylthio)butyl]-1H-imidazo[4,5-c]quinolin-4-amine as an off white powder, m.p. 182-185° C. Reactants: C(CCC)N1N=C(C=C1CC(C)(C)O)C#N (1-butyl-5-(2-hydroxy-2-methylpropyl)-1H-pyrazole-3-carbonitrile), C(C)(=O)[O-].[K+] (potassium acetate), BrBr (bromine). Reaction conditions: temperature 0 celsius. The product is C(CCC)N1N=C(C(=C1CC(C)(C)O)Br)C#N (1-butyl-4-bromo-5-(2-hydroxy-2-methylpropyl)-1H-pyrazole-3-carbonitrile). Yield: 53.5%. Reaction SMILES: [CH2:1]([N:5]1[C:9]([CH2:10][C:11]([OH:14])([CH3:13])[CH3:12])=[CH:8][C:7]([C:15]#[N:16])=[N:6]1)[CH2:2][CH2:3][CH3:4].C([O-])(=O)C.[K+].[Br:22]Br>>[CH2:1]([N:5]1[C:9]([CH2:10][C:11]([OH:14])([CH3:12])[CH3:13])=[C:8]([Br:22])[C:7]([C:15]#[N:16])=[N:6]1)[CH2:2][CH2:3][CH3:4] |f:1.2|. Reported procedure: The method described in Part F of Examples 1 through 4 was used to treat 1-butyl-5-(2-hydroxy-2-methylpropyl)-1H-pyrazole-3-carbonitrile (18 g, 81 mmol) with potassium acetate (16.7 g, 171 mmol) and bromine (4.6 mL, 89 mmol). After the acetic acid was removed under reduced pressure, the residue was diluted with dichloromethane (100 mL) and adjusted to pH 12 with the addition of 50% w/w aqueous sodium hydroxide and ice while maintaining the temperature at 0° C. The resulting mixture was extracted... Starting materials: CO, [H][H], CC(C)(C)OC(=O)n1cc([N+](=O)[O-])cn1. Product: CC(C)(C)OC(=O)n1cc(N)cn1. Reaction SMILES: [CH3:18][OH:19].[H:16][H:17].[N+:1]([O-:2])(=[O:3])[c:4]1[cH:5][n:6][n:7]([C:9](=[O:10])[O:11][C:12]([CH3:13])([CH3:14])[CH3:15])[cH:8]1>>[NH2:1][c:4]1[cH:5][n:6][n:7]([C:9](=[O:10])[O:11][C:12]([CH3:13])([CH3:14])[CH3:15])[cH:8]1. Starting materials: [Al], CO, Oc1ccc(C(O)C(Cl)(Cl)Cl)cc1Cl, Cl, Br[Pb]Br. Product: Oc1ccc(C=C(Cl)Cl)cc1Cl. RXN SMILES: [Al:1].[CH3:20][OH:21].[Cl:6][c:7]1[c:8]([OH:19])[cH:9][cH:10][c:11]([CH:13]([C:14]([Cl:15])([Cl:16])[Cl:18])[OH:17])[cH:12]1.[ClH:5].[Pb:2]([Br:3])[Br:4]>>[Cl:6][c:7]1[c:8]([OH:19])[cH:9][cH:10][c:11]([CH:13]=[C:14]([Cl:15])[Cl:16])[cH:12]1. The reactants are IC=1[Se]C=CC1 (2-iodoselenophene), OC1=C(C=CC=C1)B(O)O (2-hydroxyphenylboronic acid), C([O-])([O-])=O.[Na+].[Na+] (sodium carbonate). Reagents/catalysts: C=1C=CC(=CC1)[P](C=2C=CC=CC2)(C=3C=CC=CC3)[Pd]([P](C=4C=CC=CC4)(C=5C=CC=CC5)C=6C=CC=CC6)([P](C=7C=CC=CC7)(C=8C=CC=CC8)C=9C=CC=CC9)[P](C=1C=CC=CC1)(C=1C=CC=CC1)C=1C=CC=CC1 (tetrakis(triphenylphosphine)palladium(0)). Run in C1(=CC=CC=C1)C.C(C)O (toluene ethanol), CC(C)(C)OC (MTBE). The product is [Se]1C(=CC=C1)C1=CC=C(C=C1)O (4-selenophen-2-ylphenol). RXN SMILES: I[C:2]1[Se:3][CH:4]=[CH:5][CH:6]=1.[OH:7][C:8]1[CH:13]=[CH:12][CH:11]=[CH:10][C:9]=1B(O)O.C(=O)([O-])[O-].[Na+].[Na+]>C1(C)C=CC=CC=1.C(O)C.CC(OC)(C)C.C1C=CC([P]([Pd]([P](C2C=CC=CC=2)(C2C=CC=CC=2)C2C=CC=CC=2)([P](C2C=CC=CC=2)(C2C=CC=CC=2)C2C=CC=CC=2)[P](C2C=CC=CC=2)(C2C=CC=CC=2)C2C=CC=CC=2)(C2C=CC=CC=2)C2C=CC=CC=2)=CC=1>[Se:3]1[CH:4]=[CH:5][CH:6]=[C:2]1[C:11]1[CH:12]=[CH:13][C:8]([OH:7])=[CH:9][CH:10]=1 |f:2.3.4,5.6,^1:42,44,63,82|. Reported procedure: A mixture of 27.9 g (0.11 mol) of 2-iodoselenophene, 15.0 g (0.11 mol) of 2-hydroxyphenylboronic acid, 6.8 g (5.88 mmol) of tetrakis(triphenylphosphine)palladium(0) and 235 ml of 2 N sodium carbonate soln. in 600 ml of toluene/ethanol (1:1) is heated under reflux for 19 h. The mixture is diluted with MTBE and washed with water. The aqueous phase is extracted with MTBE, and the combined organic phases are washed with sat. sodium chloride soln. The solution is dried using sodium sulfate and concen...